From a dataset of the Open Reaction Database (ORD), a public repository of structured organic reaction records. describe an organic reaction: reactants, conditions, products, and yield Starting materials: CCCCO, CNC(=O)c1cccc2nc(C(C)N)n(C3CC3)c12, N#Cc1c(N)ncnc1Cl. RXN SMILES: [CH2:30]([OH:31])[CH2:32][CH2:33][CH3:34].[NH2:1][CH:2]([CH3:3])[c:4]1[n:5][c:6]2[c:7]([n:8]1[CH:9]1[CH2:10][CH2:11]1)[c:12]([C:16](=[O:17])[NH:18][CH3:19])[cH:13][cH:14][cH:15]2.[NH2:20][c:21]1[n:22][cH:23][n:24][c:25]([Cl:29])[c:26]1[C:27]#[N:28]>>[NH:1]([CH:2]([CH3:3])[c:4]1[n:5][c:6]2[c:7]([n:8]1[CH:9]1[CH2:10][CH2:11]1)[c:12]([C:16](=[O:17])[NH:18][CH3:19])[cH:13][cH:14][cH:15]2)[c:25]1[n:24][cH:23][n:22][c:21]([NH2:20])[c:26]1[C:27]#[N:28]. Product: CNC(=O)c1cccc2nc(C(C)Nc3ncnc(N)c3C#N)n(C3CC3)c12.